Dataset: the Open Reaction Database (ORD), a public repository of structured organic reaction records. Task: describe an organic reaction: reactants, conditions, products, and yield Reactants: OCCOC1=CC=C(C=C1)CC(C)N1CC(OCC1=O)C1=NC(=CC=C1)Cl (N-[2-(4-(2-hydroxyethoxy)-phenyl)-1-methylethyl]-2-(6-chloro-pyridin-2-yl)-morpholin-5-one), CC(=O)C (acetone). The solvent is O1CCCC1 (tetrahydrofuran), B.O1CCCC1 (borane tetrahydrofuran). Reaction conditions: time 20 hour. The product is OCCOC1=CC=C(C=C1)CC(C)N1CC(OCC1)C1=NC(=CC=C1)Cl (N-[2-(4-(2-Hydroxyethoxy)-phenyl)-1-methylethyl]-2-(6-chloro-pyridin-2-yl)-morpholine). As a reaction SMILES: [OH:1][CH2:2][CH2:3][O:4][C:5]1[CH:10]=[CH:9][C:8]([CH2:11][CH:12]([N:14]2[C:19](=O)[CH2:18][O:17][CH:16]([C:21]3[CH:26]=[CH:25][CH:24]=[C:23]([Cl:27])[N:22]=3)[CH2:15]2)[CH3:13])=[CH:7][CH:6]=1.CC(C)=O>O1CCCC1.B.O1CCCC1>[OH:1][CH2:2][CH2:3][O:4][C:5]1[CH:10]=[CH:9][C:8]([CH2:11][CH:12]([N:14]2[CH2:19][CH2:18][O:17][CH:16]([C:21]3[CH:26]=[CH:25][CH:24]=[C:23]([Cl:27])[N:22]=3)[CH2:15]2)[CH3:13])=[CH:7][CH:6]=1 |f:3.4|. Reported procedure: 0.7 g of N-[2-(4-(2-hydroxyethoxy)-phenyl)-1-methylethyl]-2-(6-chloro-pyridin-2-yl)-morpholin-5-one are dissolved in 20 ml of tetrahydrofuran and over a period of 3 hours at ambient temperature 3 times 4 ml of a 1 molar borane/tetrahydrofuran solution are added. Then 30 ml of acetone are added and the mixture is evaporated down. The residue is dissolved in 100 ml of methanol and stirred for 20 hours. The solvent is distilled off in vacuo and the residue is purified over a silica gel column with ... Reactants: ClC1=C(C(=O)O)C=CC(=C1)F (2-chloro-4-fluorobenzoic acid), [N+](=O)(O)[O-] (nitric acid), ice. Solvent: S(O)(O)(=O)=O (sulfuric acid). Reaction conditions: temperature 5 celsius, time 2.5 hour. Product: ClC1=C(C(=O)O)C=C(C(=C1)F)[N+](=O)[O-] (2-Chloro-4-fluoro-5-nitrobenzoic Acid). Reaction SMILES: [Cl:1][C:2]1[CH:10]=[C:9]([F:11])[CH:8]=[CH:7][C:3]=1[C:4]([OH:6])=[O:5].[N+:12]([O-])([OH:14])=[O:13]>S(=O)(=O)(O)O>[Cl:1][C:2]1[CH:10]=[C:9]([F:11])[C:8]([N+:12]([O-:14])=[O:13])=[CH:7][C:3]=1[C:4]([OH:6])=[O:5]. Reported procedure: A solution of 2-chloro-4-fluorobenzoic acid (24.4 g, 0.142 mol) in 150 ml of concentrated sulfuric acid at 0° C. was treated dropwise with 90% nitric acid (13.2 ml, 20 mol %, 0.284 mol) over a 10 min. period at 10° C., stirred for 2.5 hours at 0 to 10° C., poured onto one liter of ice. The white solid was filtered. The filtercake was air-dried and recrystallized from ethyl acetate/heptane to afford the title compound as off-white needles. Yield: 18.0 g (58.1%); identified by NMR spectral analysi... Starting materials: Fc1cnccc1-c1nc2cc(C(F)(F)F)c(Cl)cc2o1, [H-], [Na+], CN(C)C=O, O, OCC(F)(F)F. The product is FC(F)(F)COc1cnccc1-c1nc2cc(C(F)(F)F)c(Cl)cc2o1. RXN SMILES: [Cl:14][c:15]1[cH:16][c:17]2[c:18]([n:19][c:20](-[c:22]3[c:23]([F:28])[cH:24][n:25][cH:26][cH:27]3)[o:21]2)[cH:29][c:30]1[C:31]([F:32])([F:33])[F:34].[H-:1].[Na+:2].[O:3]=[CH:4][N:5]([CH3:6])[CH3:7].[OH2:35].[OH:8][CH2:9][C:10]([F:11])([F:12])[F:13]>>[O:8]([CH2:9][C:10]([F:11])([F:12])[F:13])[c:23]1[c:22](-[c:20]2[n:19][c:18]3[c:17]([cH:16][c:15]([Cl:14])[c:30]([C:31]([F:32])([F:33])[F:34])[cH:29]3)[o:21]2)[cH:27][cH:26][n:25][cH:24]1. Starting materials: FC=1C=C(C(=CC1)OC)OC (4-fluoroveratrole), COC(Cl)Cl (a,a-dichloromethyl methyl ether). Reagents/catalysts: [Ti](Cl)(Cl)(Cl)Cl (titanium (IV) chloride). Run in C(Cl)Cl (CH2Cl2). Reaction conditions: temperature 0 celsius. Yields the product COC1=CC(=C(C=O)C=C1OC)F (4.5-DIMETHOXY-2-FLUOROBENZALDEHYDE). As a reaction SMILES: [F:1][C:2]1[CH:3]=[C:4]([O:10][CH3:11])[C:5]([O:8][CH3:9])=[CH:6][CH:7]=1.[CH3:12][O:13]C(Cl)Cl>C(Cl)Cl.[Ti](Cl)(Cl)(Cl)Cl>[CH3:11][O:10][C:4]1[C:5]([O:8][CH3:9])=[CH:6][C:7]([CH:12]=[O:13])=[C:2]([F:1])[CH:3]=1. Procedure details: In a flame-dried, round-bottomed flask fitted with a magnetic stirrer and N2 inlet was placed 4-fluoroveratrole (0.78 g, 5.0 mmol, Aldrich Chemical Co.) in 20 ml of anhydrous CH2Cl2. After cooling to 0° C., titanium (IV) chloride (0.91 ml, 1.57 g, 8.3 mmol) was added, followed after 10 min. by a,a-dichloromethyl methyl ether (0.45 ml, 0.575 g, 5.0 mmol). The mixture was allowed to warm to room temperature and after 2 hr it was quenched with an excess of aqueous saturated NaHCO3. The suspension w... Starting materials: BrCC=1OC(OC1C)=O (4-Bromomethyl-5-methyl-1,3-dioxolene-2-one), CO\N=C(/C(=O)NC1[C@@H]2N(C(=C(CS2)CSC2=NC=NS2)C(=O)[O-])C1=O)\C=1N=CSC1.[Na+] (sodium 7-[(Z)-2-methoxyimino-2-(thiazol-4-yl)acetamido]-3-(1,2,4-thiadiazol-5-yl)thiomethyl-3-cephem-4-carboxylate). The solvent is CN(C=O)C (N,N-dimethylformamide). Run at time 1.3 hour. The product is CC1=C(OC(O1)=O)COC(=O)C1=C(CS[C@H]2N1C(C2NC(\C(\C=2N=CSC2)=N/OC)=O)=O)CSC2=NC=NS2 ((5-Methyl-2-oxo-1,3-dioxolen-4-yl)methyl-7-[(Z)-2-methoxyimino-2-(thiazol-4-yl)acetamido]-3-(1,2,4-thiadiazol-5-yl)thiomethyl-3-cephem-4-carboxylate). Yield: 31.0%. Reaction SMILES: Br[CH2:2][C:3]1[O:4][C:5](=[O:9])[O:6][C:7]=1[CH3:8].[CH3:10][O:11]/[N:12]=[C:13](/[C:36]1[N:37]=[CH:38][S:39][CH:40]=1)\[C:14]([NH:16][CH:17]1[C:34](=[O:35])[N:19]2[C:20]([C:31]([O-:33])=[O:32])=[C:21]([CH2:24][S:25][C:26]3[S:30][N:29]=[CH:28][N:27]=3)[CH2:22][S:23][C@H:18]12)=[O:15].[Na+]>CN(C)C=O>[CH3:8][C:7]1[O:6][C:5](=[O:9])[O:4][C:3]=1[CH2:2][O:33][C:31]([C:20]1[N:19]2[C:34](=[O:35])[CH:17]([NH:16][C:14](=[O:15])/[C:13](=[N:12]\[O:11][CH3:10])/[C:36]3[N:37]=[CH:38][S:39][CH:40]=3)[C@H:18]2[S:23][CH2:22][C:21]=1[CH2:24][S:25][C:26]1[S:30][N:29]=[CH:28][N:27]=1)=[O:32] |f:1.2|. Reported procedure: 4-Bromomethyl-5-methyl-1,3-dioxolene-2-one (386 mg) was added to a solution of sodium 7-[(Z)-2-methoxyimino-2-(thiazol-4-yl)acetamido]-3-(1,2,4-thiadiazol-5-yl)thiomethyl-3-cephem-4-carboxylate (522 mg) in N,N-dimethylformamide (5 ml) at -5° C. and the mixture was stirred at this temperature for 1.3 hr. The reaction mixture was then treated in the same manner as in Example 14, giving the title compound (190 mg). ##STR39## The reactants are 0.93, B(Br)(Br)Br (boron tribromide), O1C=CC2=C1C(=CC=C2)C2CN(CCC1=C2C=CC(=C1OC)OC)C (1 -(benzofuran-7-yl)-6,7-dimethoxy-3-methyl-2,3,4,5-tetrahydro-1-H-3-benzazepine). Solvent: ClCCl (dichloromethane). Conditions: temperature -60 celsius, time 15 minute. Product: O1C=CC2=C1C(=CC=C2)C2CN(CCC1=C2C=CC(=C1O)O)C (1-(Benzofuran-7-yl)-6,7-dihydroxy-3-methyl-2,3,4,5,-tetrahydro-1H-3-benzazepine). As a reaction SMILES: [O:1]1[C:5]2[C:6]([CH:10]3[C:16]4[CH:17]=[CH:18][C:19]([O:23]C)=[C:20]([O:21]C)[C:15]=4[CH2:14][CH2:13][N:12]([CH3:25])[CH2:11]3)=[CH:7][CH:8]=[CH:9][C:4]=2[CH:3]=[CH:2]1.B(Br)(Br)Br>ClCCl>[O:1]1[C:5]2[C:6]([CH:10]3[C:16]4[CH:17]=[CH:18][C:19]([OH:23])=[C:20]([OH:21])[C:15]=4[CH2:14][CH2:13][N:12]([CH3:25])[CH2:11]3)=[CH:7][CH:8]=[CH:9][C:4]=2[CH:3]=[CH:2]1. Procedure: 1.10 g (0.0033 mol) 1 -(benzofuran-7-yl)-6,7-dimethoxy-3-methyl-2,3,4,5-tetrahydro-1-H-3-benzazepine was dissolved in 25 ml dry dichloromethane. The solution was cooled to -60° C. and 0.93 (0.0098 mol) boron tribromide was slowly added. The reaction mixture was stirred at -60° C. for 15 min., allowed to warm up to 0° C. and stirred for 1 h. Evaporation in vacuo left a brown residue, which was redissolved in dichloromethane. The solution was stirred in an ice bath and 5 ml methanol was added drop... Starting materials: Cl (HCl), COC1=C(C=CC=C1)N1C([C@H](CCCC1)N(C(OC(C)(C)C)=O)C)=O ((S)-tert-butyl 1-(2-methoxyphenyl)-2-oxoazepan-3-yl(methyl)carbamate). Run in O1CCOCC1 (dioxane), O1CCOCC1 (dioxane). Run at time 2 hour. The product is Cl.COC1=C(C=CC=C1)N1C([C@H](CCCC1)NC)=O ((S)-1-(2-methoxyphenyl)-3-(methylamino)azepan-2-one hydrochloride). Yield: 98.0%. RXN SMILES: [ClH:1].[CH3:2][O:3][C:4]1[CH:9]=[CH:8][CH:7]=[CH:6][C:5]=1[N:10]1[CH2:16][CH2:15][CH2:14][CH2:13][C@H:12]([N:17](C)[C:18](=O)OC(C)(C)C)[C:11]1=[O:26]>O1CCOCC1>[ClH:1].[CH3:2][O:3][C:4]1[CH:9]=[CH:8][CH:7]=[CH:6][C:5]=1[N:10]1[CH2:16][CH2:15][CH2:14][CH2:13][C@H:12]([NH:17][CH3:18])[C:11]1=[O:26] |f:3.4|. Procedure details: A solution of 4 N HCl in dioxane (0.15 mL, 0.60 mmol) was added dropwise to a 0° C. solution of (S)-tert-butyl 1-(2-methoxyphenyl)-2-oxoazepan-3-yl(methyl)carbamate (52 mg, 0.15 mmol) in dioxane (0.6 mL). The reaction mixture was then stirred at rt for 2 hr. The reaction mixture was concentrated and dried under vacuum to give (S)-1-(2-methoxyphenyl)-3-(methylamino)azepan-2-one hydrochloride (41.5 mg, 0.146 mmol, 98% yield) as a white solid. Anal. Calcd. for C14H20N2O2 m/z 248.3. found: 249.2 (M+...